This data is from the Open Reaction Database (ORD), a public repository of structured organic reaction records. The task is: describe an organic reaction: reactants, conditions, products, and yield Reactants: ClC1=C(C=CC(=C1)Cl)OC1=C(C=CC=C1)[N+](=O)[O-] (2,4-Dichloro-1-(2-nitro-phenoxy)-benzene), CCO (EtOH), [Cl-].[NH4+] (ammonium chloride). Reagents/catalysts: [Fe] (iron). The solvent is O (water). Yields the product ClC1=C(OC2=C(C=CC=C2)N)C=CC(=C1)Cl (2-(2,4-Dichloro-phenoxy)-phenylamine). Reaction SMILES: [Cl:1][C:2]1[CH:7]=[C:6]([Cl:8])[CH:5]=[CH:4][C:3]=1[O:9][C:10]1[CH:15]=[CH:14][CH:13]=[CH:12][C:11]=1[N+:16]([O-])=O.CCO.[Cl-].[NH4+]>[Fe].O>[Cl:1][C:2]1[CH:7]=[C:6]([Cl:8])[CH:5]=[CH:4][C:3]=1[O:9][C:10]1[CH:15]=[CH:14][CH:13]=[CH:12][C:11]=1[NH2:16] |f:2.3|. Procedure details: 2,4-Dichloro-1-(2-nitro-phenoxy)-benzene (HVB01093, 3.7 g, 12 mmol) was added to a refluxing solution of EtOH (55 ml), water (5.5 ml), iron powder (3.7 g, 66 mmol) and ammonium chloride (0.45 g, 8.4 mmol), and stirred at reflux for 4 h. The resulting solution was filtered and evaporated in-vacuo. NaHCO3 was added and extracted with DCM, organic layers dried over MgSO4 and evaporated to dryness. 2.98 g, 96%, Rf. 0.60 (DCM), LCMS tr=4.63 min (50% MeOH and 50% water at 0.5 ml/min), m/z M+H 254.27, ... Starting materials: CC1=CC=C(C=C1)NN (4-methylphenylhydrazine), C1(=CC=CC=C1)N=C=NC1=CC=CC=C1 (1,3-diphenylcarbodiimide). The solvent is O1CCCC1 (tetrahydrofuran). Conditions: time 2 hour. The product is C1(=CC=CC=C1)NC(=NC1=CC=CC=C1)NNC1=CC=C(C=C1)C (1,2-diphenyl-3-(4-methylphenylamino)guanidine). Yield: 26.5%. Reaction SMILES: [CH3:1][C:2]1[CH:7]=[CH:6][C:5]([NH:8][NH2:9])=[CH:4][CH:3]=1.[C:10]1([N:16]=[C:17]=[N:18][C:19]2[CH:24]=[CH:23][CH:22]=[CH:21][CH:20]=2)[CH:15]=[CH:14][CH:13]=[CH:12][CH:11]=1>O1CCCC1>[C:19]1([NH:18][C:17]([NH:9][NH:8][C:5]2[CH:6]=[CH:7][C:2]([CH3:1])=[CH:3][CH:4]=2)=[N:16][C:10]2[CH:15]=[CH:14][CH:13]=[CH:12][CH:11]=2)[CH:20]=[CH:21][CH:22]=[CH:23][CH:24]=1. Procedure details: In 250 ml of tetrahydrofuran were dissolved 8.6 g of 4-methylphenylhydrazine and 15.0 g of 1,3-diphenylcarbodiimide and after stirring the solution for 2 hours under ice-cooling, tetrahydrofuran was distilled off under reduced pressure. When 40 ml of benzene and 80 ml of n-hexane were added to the oily product thus formed, crystals deposited. By collecting the crystals thus deposited by filtration, 5.9 g of 1,2-diphenyl-3-(4-methylphenylamino)guanidine was obtained. The reactants are CN1[C@H](CCCC1)CO (1-methyl-2-(R)-hydroxymethylpiperidine), BrC=1C=NC=CC1 (3-bromopyridine), cuprous bromide, C1(=CC=CC=C1)P(C1=CC=CC=C1)C1=CC=CC=C1 (triphenylphosphine), C([O-])([O-])=O.[K+].[K+] (potassium carbonate), Cl (HCl). Conditions: temperature 90 celsius, time 120 hour. Yields the product Cl.Cl.CN1[C@H](CCCC1)COC=1C=NC=CC1 (3-((1-methyl-2-(R)-piperidinyl)methoxy)pyridine dihydrochloride). RXN SMILES: [CH3:1][N:2]1[CH2:7][CH2:6][CH2:5][CH2:4][C@@H:3]1[CH2:8][OH:9].Br[C:11]1[CH:12]=[N:13][CH:14]=[CH:15][CH:16]=1.C1(P(C2C=CC=CC=2)C2C=CC=CC=2)C=CC=CC=1.C(=O)([O-])[O-].[K+].[K+].[ClH:42]>>[ClH:42].[ClH:42].[CH3:1][N:2]1[CH2:7][CH2:6][CH2:5][CH2:4][C@@H:3]1[CH2:8][O:9][C:11]1[CH:12]=[N:13][CH:14]=[CH:15][CH:16]=1 |f:3.4.5,7.8.9|. Procedure details: The compound from step 42b (553 mg, 4.28 mmol) was allowed to react with 3-bromopyridine (0.43 mL, 4.50 mmol), cuprous bromide (0.165 g, 0.86 mmol), triphenylphosphine (0.449 g, 1.7 mmol) and potassium carbonate (0.592 g, 4.28 mmol). The reaction mixture was heated to 90° C. and stirred for 120 hr, then cooled to 25° C., acidified with HCl (1.5 M; 35 mL) and washed with ethyl acetate (4×50 mL). The aqueous layer was basified with saturated aqueous potassium carbonate, and the product was extract... Starting materials: CC(CO)(CO)C (2,2-dimethyl-1,3-propanediol), desired intermediate, S(=O)(=O)([O-])OOS(=O)(=O)[O-].[NH4+].[NH4+] (ammonium persulfate), ClC=1N=NC(=CC1)Cl (3,6-dichloropyridazine), S(O)(O)(=O)=O (sulfuric acid). The reagents and catalysts are [N+](=O)([O-])[O-].[Ag+] (silver nitrate). Solvent: O (water), O (water), O (water). Conditions: time 20 minute. The product is ClC=1N=NC(=CC1C(C)(C)CO)Cl (3,6-dichloro-4-(1-hydroxymethyl-1-methylethyl)pyridazine). As a reaction SMILES: [CH3:1][C:2]([CH3:7])([CH2:5][OH:6])[CH2:3]O.[Cl:8][C:9]1[N:10]=[N:11][C:12]([Cl:15])=C[CH:14]=1.S(=O)(=O)(O)O.S(OOS([O-])(=O)=O)([O-])(=O)=O.[NH4+].[NH4+]>O.[N+]([O-])([O-])=O.[Ag+]>[Cl:15][C:12]1[N:11]=[N:10][C:9]([Cl:8])=[CH:14][C:3]=1[C:2]([CH2:5][OH:6])([CH3:1])[CH3:7] |f:3.4.5,7.8|. Procedure details: To a 5-liter flask were added 341 g. of 2,2-dimethyl-1,3-propanediol, 500 ml. of water, 223 g. of 3,6-dichloropyridazine, 100 ml. of sulfuric acid in 900 ml. of water and 51 g. of silver nitrate. To the mixture was then added, dropwise, with an insulating mantle around the flask, 600 g. of ammonium persulfate dissolved in 1 liter of water. The addition was carried out in about 20 minutes, while the temperature rose from 33° to 86°. When the addition was complete, the insulating mantle was remove...